This data is from the Open Reaction Database (ORD), a public repository of structured organic reaction records. The task is: describe an organic reaction: reactants, conditions, products, and yield As a reaction SMILES: [Cl:1][c:2]1[cH:3][c:4]([F:20])[c:5](-[n:9]2[c:10](=[O:19])[n:11]3[c:12]([cH:13][c:14]2=[O:15])[CH2:16][CH2:17][CH2:18]3)[cH:6][c:7]1[OH:8].[Cl:21][c:22]1[n:23][cH:24][cH:25][cH:26][c:27]1[C:28]([F:29])([F:30])[F:31]>>[Cl:1][c:2]1[cH:3][c:4]([F:20])[c:5](-[n:9]2[c:10](=[O:19])[n:11]3[c:12]([cH:13][c:14]2=[O:15])[CH2:16][CH2:17][CH2:18]3)[cH:6][c:7]1[O:8][c:22]1[n:23][cH:24][cH:25][cH:26][c:27]1[C:28]([F:29])([F:30])[F:31]. Starting materials: O=c1cc2n(c(=O)n1-c1cc(O)c(Cl)cc1F)CCC2, FC(F)(F)c1cccnc1Cl. Yields the product O=c1cc2n(c(=O)n1-c1cc(Oc3ncccc3C(F)(F)F)c(Cl)cc1F)CCC2. The reactants are COC=1C=C2C(=NC=NC2=CC1OC)OC=1C=C(N)C=CC1 (3-(6,7-dimethoxyquinazolin-4-yloxy)aniline), C(C)(C)N(C(C)C)CC (N,N-diisopropylethylamine), C1(=CC=CC=C1)C1=CC(=NO1)NC(OC1=CC=CC=C1)=O (phenyl 5-phenylisoxazol-3-ylcarbamate). Reagents/catalysts: CN(C1=CC=NC=C1)C (4-(dimethylamino)pyridine). Run in O1CCCC1 (tetrahydrofuran). Reaction conditions: temperature 50 celsius. Yields the product COC=1C=C2C(=NC=NC2=CC1OC)OC=1C=C(C=CC1)NC(=O)NC1=NOC(=C1)C1=CC=CC=C1 (1-(3-(6,7-dimethoxyquinazolin-4-yloxy)phenyl)-3-(5-phenylisoxazol-3-yl)urea). Yield: 32.0%. RXN SMILES: [CH3:1][O:2][C:3]1[CH:4]=[C:5]2[C:10](=[CH:11][C:12]=1[O:13][CH3:14])[N:9]=[CH:8][N:7]=[C:6]2[O:15][C:16]1[CH:17]=[C:18]([CH:20]=[CH:21][CH:22]=1)[NH2:19].C(N(CC)C(C)C)(C)C.[C:32]1([C:38]2[O:42][N:41]=[C:40]([NH:43][C:44](=O)[O:45]C3C=CC=CC=3)[CH:39]=2)[CH:37]=[CH:36][CH:35]=[CH:34][CH:33]=1>O1CCCC1.CN(C)C1C=CN=CC=1>[CH3:1][O:2][C:3]1[CH:4]=[C:5]2[C:10](=[CH:11][C:12]=1[O:13][CH3:14])[N:9]=[CH:8][N:7]=[C:6]2[O:15][C:16]1[CH:17]=[C:18]([NH:19][C:44]([NH:43][C:40]2[CH:39]=[C:38]([C:32]3[CH:33]=[CH:34][CH:35]=[CH:36][CH:37]=3)[O:42][N:41]=2)=[O:45])[CH:20]=[CH:21][CH:22]=1. Procedure details: 3-(6,7-dimethoxyquinazolin-4-yloxy)aniline from Example 113A (90 mg, 0.3 mmol), in tetrahydrofuran (1.5 mL) was treated with N,N-diisopropylethylamine (78 μl, 0.45 mmol), 4-(dimethylamino)pyridine (1.8 mg, 0.015 mmol) and phenyl 5-phenylisoxazol-3-ylcarbamate from the previous step (126 mg, 0.45 mmol). The reaction mixture was heated to 50° C. for 2.5 h. After cooling to room temperature, the mixture was partitioned between dichloromethane and a saturated solution of sodium bicarbonate. The wate... Starting materials: N1=CC(=CC=C1)OC1=C(C#N)C=CC=N1 (2-(pyridin-3-yloxy)nicotinonitrile). The reagents and catalysts are [Ni] (nickel). Product: N1=CC(=CC=C1)OC1=NC=CC=C1CN ([2-(pyridin-3-yloxy)pyridin-3-yl]methylamine). As a reaction SMILES: [N:1]1[CH:6]=[CH:5][CH:4]=[C:3]([O:7][C:8]2[N:15]=[CH:14][CH:13]=[CH:12][C:9]=2[C:10]#[N:11])[CH:2]=1>[Ni]>[N:1]1[CH:6]=[CH:5][CH:4]=[C:3]([O:7][C:8]2[C:9]([CH2:10][NH2:11])=[CH:12][CH:13]=[CH:14][N:15]=2)[CH:2]=1. Procedure details: The product of Example 139A and Raney/nickel were processed according to the method of Example 131C to provide the product. MS (ESI+) m/z 202 (M+H)+;